From a dataset of the Open Reaction Database (ORD), a public repository of structured organic reaction records. describe an organic reaction: reactants, conditions, products, and yield Starting materials: IC1=CC=C(C=C1)CCO (2-(4-iodophenyl)ethanol), N1C=CC2=CC=CN=C12 (7-azaindole), P(=O)([O-])([O-])[O-].[K+].[K+].[K+] (potassium phosphate), CNCCNC (N,N′-dimethylethylenediamine), cuprous iodide. The solvent is C(C)(=O)OCC (ethyl acetate), O (water), C1(=CC=CC=C1)C (toluene). Conditions: temperature 80 celsius. Product: N1(C=CC=2C1=NC=CC2)C2=CC=C(C=C2)CCO (2-[4-(1H-pyrrolo[2,3-b]pyridin-1-yl)phenyl]ethanol). Isolated yield 88.1%. As a reaction SMILES: I[C:2]1[CH:7]=[CH:6][C:5]([CH2:8][CH2:9][OH:10])=[CH:4][CH:3]=1.[NH:11]1[C:19]2[C:14](=[CH:15][CH:16]=[CH:17][N:18]=2)[CH:13]=[CH:12]1.P([O-])([O-])([O-])=O.[K+].[K+].[K+].CNCCNC>C1(C)C=CC=CC=1.C(OCC)(=O)C.O>[N:11]1([C:2]2[CH:7]=[CH:6][C:5]([CH2:8][CH2:9][OH:10])=[CH:4][CH:3]=2)[C:19]2=[N:18][CH:17]=[CH:16][CH:15]=[C:14]2[CH:13]=[CH:12]1 |f:2.3.4.5|. Procedure details: A mixture of 1.24 g (5 mmol) of 2-(4-iodophenyl)ethanol, 0.62 g (5.25 mmol) of 7-azaindole, 2.33 g (11.0 mmol) of potassium phosphate, 0.082 g (1.0 mmol) of N,N′-dimethylethylenediamine and 0.095 g (0.50 mmol) of cuprous iodide in 4 ml of toluene is heated at 80° C. overnight with thorough stirring under an argon atmosphere. The mixture is cooled to ambient temperature and diluted with 150 ml of ethyl acetate and 50 ml of water. After the phases have settled and been separated, the organic phase... Reactants: BrB(Br)Br, COc1cccc(-c2cccc(C(N)=O)c2)c1, ClCCl. The product is NC(=O)c1cccc(-c2cccc(O)c2)c1. Reaction SMILES: [B:18]([Br:19])([Br:20])[Br:21].[CH3:1][O:2][c:3]1[cH:4][c:5](-[c:9]2[cH:10][c:11]([C:15](=[O:16])[NH2:17])[cH:12][cH:13][cH:14]2)[cH:6][cH:7][cH:8]1.[Cl:22][CH2:23][Cl:24]>>[OH:2][c:3]1[cH:4][c:5](-[c:9]2[cH:10][c:11]([C:15](=[O:16])[NH2:17])[cH:12][cH:13][cH:14]2)[cH:6][cH:7][cH:8]1. Starting materials: C1CCOC1, Cc1nccn1C(c1ccccc1)(c1ccccc1)c1ccccc1, O=Cc1ccc(Cl)cc1, [Li]CCCC. The product is OC(Cc1nccn1C(c1ccccc1)(c1ccccc1)c1ccccc1)c1ccc(Cl)cc1. As a reaction SMILES: [CH2:40]1[O:41][CH2:42][CH2:43][CH2:44]1.[CH3:6][c:7]1[n:8]([C:12]([c:13]2[cH:14][cH:15][cH:16][cH:17][cH:18]2)([c:19]2[cH:20][cH:21][cH:22][cH:23][cH:24]2)[c:25]2[cH:26][cH:27][cH:28][cH:29][cH:30]2)[cH:9][cH:10][n:11]1.[Cl:31][c:32]1[cH:33][cH:34][c:35]([CH:36]=[O:37])[cH:38][cH:39]1.[Li:1][CH2:2][CH2:3][CH2:4][CH3:5]>>[CH2:6]([c:7]1[n:8]([C:12]([c:13]2[cH:14][cH:15][cH:16][cH:17][cH:18]2)([c:19]2[cH:20][cH:21][cH:22][cH:23][cH:24]2)[c:25]2[cH:26][cH:27][cH:28][cH:29][cH:30]2)[cH:9][cH:10][n:11]1)[CH:36]([c:35]1[cH:34][cH:33][c:32]([Cl:31])[cH:39][cH:38]1)[OH:37]. Starting materials: FC1=C2C(=C(N=C1)C1=NN(C(=C1)C(=O)OCC)C)NC=C2C(C(N2CCN(CC2)C2=NN=NN2C2=CC=CC=C2)=O)=O (ethyl 3-(4-fluoro-3-(2-oxo-2-(4-(1-phenyl-1H-tetrazol-5-yl)piperazin-1-yl)acetyl)-1H-pyrrolo[2,3-c]pyridin-7-yl)-1-methyl-1H-pyrazole-5-carboxylate), CN(CCCN)C (N1,N1-dimethylpropane-1,3-diamine). Run in CN(C)C=O (DMF). Conditions: temperature 50 celsius. Yields the product CN(CCCNC(=O)C1=CC(=NN1C)C=1N=CC(=C2C1NC=C2C(C(N2CCN(CC2)C2=NN=NN2C2=CC=CC=C2)=O)=O)F)C (N-(3-(dimethylamino)propyl)-3-(4-fluoro-3-(2-oxo-2-(4-(1-phenyl-1H-tetrazol-5-yl)piperazin-1-yl)acetyl)-1H-pyrrolo[2,3-c]pyridin-7-yl)-1-methyl-1H-pyrazole-5-carboxamide). RXN SMILES: [F:1][C:2]1[CH:7]=[N:6][C:5]([C:8]2[CH:12]=[C:11]([C:13]([O:15]CC)=O)[N:10]([CH3:18])[N:9]=2)=[C:4]2[NH:19][CH:20]=[C:21]([C:22](=[O:42])[C:23](=[O:41])[N:24]3[CH2:29][CH2:28][N:27]([C:30]4[N:34]([C:35]5[CH:40]=[CH:39][CH:38]=[CH:37][CH:36]=5)[N:33]=[N:32][N:31]=4)[CH2:26][CH2:25]3)[C:3]=12.[CH3:43][N:44]([CH3:49])[CH2:45][CH2:46][CH2:47][NH2:48]>CN(C=O)C>[CH3:43][N:44]([CH3:49])[CH2:45][CH2:46][CH2:47][NH:48][C:13]([C:11]1[N:10]([CH3:18])[N:9]=[C:8]([C:5]2[N:6]=[CH:7][C:2]([F:1])=[C:3]3[C:21]([C:22](=[O:42])[C:23](=[O:41])[N:24]4[CH2:29][CH2:28][N:27]([C:30]5[N:34]([C:35]6[CH:36]=[CH:37][CH:38]=[CH:39][CH:40]=6)[N:33]=[N:32][N:31]=5)[CH2:26][CH2:25]4)=[CH:20][NH:19][C:4]=23)[CH:12]=1)=[O:15]. Procedure details: To a sealable flask containing ethyl 3-(4-fluoro-3-(2-oxo-2-(4-(1-phenyl-1H-tetrazol-5-yl)piperazin-1-yl)acetyl)-1H-pyrrolo[2,3-c]pyridin-7-yl)-1-methyl-1H-pyrazole-5-carboxylate (0.058 g, 0.10 mmol) was added N1,N1-dimethylpropane-1,3-diamine (0.7 mL). The mixture was sealed and heated to 50° C. for 20.5 h. The mixture was cooled to rt, and was diluted with DMF and was passed through a plug of celite to remove any solids. The DMF solution was purified by prep HPLC to give N-(3-(dimethylamino)pr... The reactants are Cl.CN(C)CCCl (dimethylaminoethyl chloride hydrochloride), CN1C(=NC=C1)NC(C)=O (N-(1-methyl-2-imidazolyl)acetamide), [H-].[Na+] (sodium hydride), CN(C=O)C (dimethylformamide), [H-].[Na+] (sodium hydride), N,N-dimethyl-N'-(1-methyl-2-imidaziolyl)-1,2-ethane-diamine. The solvent is C(C)O (ethanol). Yields the product CN(CCNC=1N(C=CN1)C)C (N,N-Dimethyl-N'-(1-methyl-2-imidazolyl)-1,2-ethane-diamine). Reaction SMILES: [CH3:1][N:2]1[CH:6]=[CH:5][N:4]=[C:3]1[NH:7][C:8](=O)[CH3:9].[CH3:11][N:12](C)[CH:13]=O.[H-].[Na+].Cl.CN(CCCl)C>C(O)C>[CH3:11][N:12]([CH3:13])[CH2:9][CH2:8][NH:7][C:3]1[N:2]([CH3:1])[CH:6]=[CH:5][N:4]=1 |f:2.3,4.5|. Procedure details: Dissolve 9.5 g. (0.0683 moles) of N-(1-methyl-2-imidazolyl)acetamide in 150 ml. of dimethylformamide under nitrogen. 3.375 g. (0.75 moles) of sodium hydride 50% suspension is added and stirred at 30°-40° C. until gas evolution ceases. The reaction mixture is cooled to room temperature and an additional 3.375 g. of sodium hydride added along with 10.8 g. (0.075 moles) of dimethylaminoethyl chloride hydrochloride. The reaction mixture is stirred at 30°-45° C. until gas evolution ceases and at 50° ... Starting materials: C(C)OC(=O)N[C@@H](CC1CCCCC1)C(=O)N(OC)C (EtOCO-Cha-N(OMe)Me), [H-].[Al+3].[Li+].[H-].[H-].[H-] (lithium aluminum hydride). Run at temperature 0 celsius, time 40 minute. Run in C1CCOC1 (THF). As a reaction SMILES: [CH2:1]([O:3][C:4]([NH:6][C@H:7]([C:15](N(C)OC)=[O:16])[CH2:8][CH:9]1[CH2:14][CH2:13][CH2:12][CH2:11][CH2:10]1)=[O:5])[CH3:2].[H-].[Al+3].[Li+].[H-].[H-].[H-]>C1COCC1>[CH2:1]([O:3][C:4]([NH:6][C@H:7]([CH:15]=[O:16])[CH2:8][CH:9]1[CH2:14][CH2:13][CH2:12][CH2:11][CH2:10]1)=[O:5])[CH3:2] |f:1.2.3.4.5.6|. Procedure details: To 57 mg (200 μmole) (16) was added 1.8 mL of dry THF, and the solution was cooled to 0° C. Then 9.5 mg of lithium aluminum hydride (250 μmole, 1.25 eq H-) was added, and the reaction was monitored by TLC. After 45 min the reaction was quenched with ca. 20 mL ethyl acetate and the solution stirred for 40 min. The organic layer was washed 1× with 5% citric acid and 1× with 5% NaHCO3. The organic layer was dried with Na2SO4, filtered, and the filtrate evaporated. The residue was pumped on high vac... Product: C(C)OC(=O)N[C@@H](CC1CCCCC1)C=O (EtOCO-Cha-CHO). Reactants: CC1(CN(C2=CC(=CC=C12)[N+](=O)[O-])C(CNC(=O)OC(C)(C)C)=O)C (1-(3,3-Dimethyl-6-nitro-2,3-dihydro-indol-1-yl)-2-(N-Boc-amino)-ethanone), O (H2O). The reagents and catalysts are [Fe] (Fe). Run in CCO (EtOH). Reaction conditions: temperature 80 celsius, time 8 hour. Product: NC1=CC=C2C(CN(C2=C1)C(CNC(=O)OC(C)(C)C)=O)(C)C (1-(6-Amino-3,3-dimethyl-2,3-dihydro-indol-1-yl)-2-(N-Boc-amino)-ethanone). RXN SMILES: [CH3:1][C:2]1([CH3:25])[C:10]2[C:5](=[CH:6][C:7]([N+:11]([O-])=O)=[CH:8][CH:9]=2)[N:4]([C:14](=[O:24])[CH2:15][NH:16][C:17]([O:19][C:20]([CH3:23])([CH3:22])[CH3:21])=[O:18])[CH2:3]1.O>CCO.[Fe]>[NH2:11][C:7]1[CH:6]=[C:5]2[C:10]([C:2]([CH3:25])([CH3:1])[CH2:3][N:4]2[C:14](=[O:24])[CH2:15][NH:16][C:17]([O:19][C:20]([CH3:22])([CH3:21])[CH3:23])=[O:18])=[CH:9][CH:8]=1. Reported procedure: 1-(3,3-Dimethyl-6-nitro-2,3-dihydro-indol-1-yl)-2-(N-Boc-amino)-ethanone (3.9 g) was dissolved in EtOH (30 ml) and Fe powder (3.1 g) NH4Cl (299 mg) and H2O (5 ml) were added. The reaction was stirred at 80° C. overnight. The reaction was filtered through Celite® and evaporated off the MeOH. The residue was partitioned between CH2Cl2 and sat'd NaHCO2. The organic layer was removed, washed with brine, dried over Na2SO4, filtered and concentrated in vacuo. The residue was purified by flash chromato... Starting materials: C(C(=O)Cl)(=O)Cl (Oxalyl chloride), COCCN(C1=C(C=C(C(=O)O)C=C1)[N+](=O)[O-])CCOC (4-[bis(2-methoxyethyl)amino]-3-nitrobenzoic acid), FC=1C=CC(=C(C1)C(N)=NO)OC (5-fluoro-N′-hydroxy-2-methoxybenzenecarboximidamide), CCN(C(C)C)C(C)C (DIEA). Yields the product FC=1C=CC(=C(C1)C1=NOC(=N1)C1=CC(=C(N(CCOC)CCOC)C=C1)[N+](=O)[O-])OC (4-[3-(5-fluoro-2-methoxyphenyl)-1,2,4-oxadiazol-5-yl]-N,N-bis(2-methoxyethyl)-2-nitroaniline). RXN SMILES: C(Cl)(=O)C(Cl)=O.[CH3:7][O:8][CH2:9][CH2:10][N:11]([CH2:24][CH2:25][O:26][CH3:27])[C:12]1[CH:20]=[CH:19][C:15]([C:16]([OH:18])=O)=[CH:14][C:13]=1[N+:21]([O-:23])=[O:22].[F:28][C:29]1[CH:30]=[CH:31][C:32]([O:39][CH3:40])=[C:33]([C:35](=[N:37]O)[NH2:36])[CH:34]=1.CCN(C(C)C)C(C)C>>[F:28][C:29]1[CH:30]=[CH:31][C:32]([O:39][CH3:40])=[C:33]([C:35]2[N:36]=[C:16]([C:15]3[CH:19]=[CH:20][C:12]([N:11]([CH2:10][CH2:9][O:8][CH3:7])[CH2:24][CH2:25][O:26][CH3:27])=[C:13]([N+:21]([O-:23])=[O:22])[CH:14]=3)[O:18][N:37]=2)[CH:34]=1. Procedure: Oxalyl chloride (190 mg; 1.5 mmol; 3 eq.), Intermediate 31 (149 mg; 0.5 mmol; 1 eq.), Intermediate 23 (92 mg; 0.5 mmol, 1 eq.) and DIEA (194 mg; 1.5 mmol; 3 eq.) were reacted according to general procedure 2. Purification by column chromatography c-hexane/ethyl acetate, 50/50) followed by crystallisation from Et2O/n-pentane afforded the title compound as a yellow solid. RXN SMILES: [Cl:1][c:2]1[c:3]([C:4](=[O:5])[NH:6][c:7]2[cH:8][cH:9][c:10]([C:11](=[O:12])[Cl:13])[cH:14][cH:15]2)[cH:16][c:17]([Cl:20])[cH:18][cH:19]1.[cH:36]1[cH:37][cH:38][n:39][cH:40][cH:41]1.[n:21]1[cH:22][n:23][cH:24][c:25]2[c:31]1-[c:30]1[c:29]([cH:35][cH:34][cH:33][cH:32]1)[NH:28][CH2:27][CH2:26]2>>[Cl:1][c:2]1[c:3]([C:4](=[O:5])[NH:6][c:7]2[cH:8][cH:9][c:10]([C:11](=[O:12])[N:28]3[CH2:27][CH2:26][c:25]4[cH:24][n:23][cH:22][n:21][c:31]4-[c:30]4[c:29]3[cH:35][cH:34][cH:33][cH:32]4)[cH:14][cH:15]2)[cH:16][c:17]([Cl:20])[cH:18][cH:19]1. Starting materials: O=C(Cl)c1ccc(NC(=O)c2cc(Cl)ccc2Cl)cc1, c1ccncc1, c1ccc2c(c1)NCCc1cncnc1-2. The product is O=C(Nc1ccc(C(=O)N2CCc3cncnc3-c3ccccc32)cc1)c1cc(Cl)ccc1Cl.